From a dataset of the Open Reaction Database (ORD), a public repository of structured organic reaction records. describe an organic reaction: reactants, conditions, products, and yield Reactants: Nc1nc(Br)cn2nc(-c3ccco3)nc12, O=C([O-])[O-], OB(O)c1ccc(C(F)(F)F)cc1, [Na+], [Na+], CN(C)C=O. Product: Nc1nc(-c2ccc(C(F)(F)F)cc2)cn2nc(-c3ccco3)nc12. Reaction SMILES: [Br:1][c:2]1[n:3][c:4]([NH2:16])[c:5]2[n:6]([cH:7]1)[n:8][c:9](-[c:11]1[o:12][cH:13][cH:14][cH:15]1)[n:10]2.[C:30](=[O:31])([O-:32])[O-:33].[F:17][C:18]([c:19]1[cH:20][cH:21][c:22]([B:25]([OH:26])[OH:27])[cH:23][cH:24]1)([F:28])[F:29].[Na+:34].[Na+:35].[O:36]=[CH:37][N:38]([CH3:39])[CH3:40]>>[c:2]1(-[c:22]2[cH:21][cH:20][c:19]([C:18]([F:17])([F:28])[F:29])[cH:24][cH:23]2)[n:3][c:4]([NH2:16])[c:5]2[n:6]([cH:7]1)[n:8][c:9](-[c:11]1[o:12][cH:13][cH:14][cH:15]1)[n:10]2. Starting materials: COC=1C=C(C=O)C=CC1 (3-methoxybenzaldehyde), ClC1=NC=CC2=CC(=C(C=C12)C)OC (1-chloro-6-methoxy-7-methylisoquinoline). Yields the product ClC1=NC=CC2=CC(=CC=C12)OC (1-chloro-6-methoxyisoquinoline), ClC1=NC=CC2=CC(=CC=C12)O (1-chloro isoquinolin-6-ol). RXN SMILES: COC1C=C(C=CC=1)C=O.[Cl:11][C:12]1[C:21]2[C:16](=[CH:17][C:18]([O:23][CH3:24])=[C:19](C)[CH:20]=2)[CH:15]=[CH:14][N:13]=1>>[Cl:11][C:12]1[C:21]2[C:16](=[CH:17][C:18]([O:23][CH3:24])=[CH:19][CH:20]=2)[CH:15]=[CH:14][N:13]=1.[Cl:11][C:12]1[C:21]2[C:16](=[CH:17][C:18]([OH:23])=[CH:19][CH:20]=2)[CH:15]=[CH:14][N:13]=1. Reported procedure: The 1-chloro-6-methoxyisoquinoline was prepared according to Example 1A or from 3-methoxybenzaldehyde using the same procedure as in Example 5A. The 1-chloro-6-methoxy-7-methylisoquinoline was then demethylated according Example 1E to afford 1-chloro isoquinolin-6-ol. Reactants: O (Water), NC=1C=C(C(=O)O)C=C(C1)[N+](=O)[O-] (3-Amino-5-nitrobenzoic acid), C(C)(=O)OC(C)=O (Acetic anhydride), N1=CC=CC=C1 (pyridine). Run in C(Cl)Cl (DCM). Reaction conditions: time 8 hour. The product is C(C)(=O)NC=1C=C(C(=O)OC)C=C(C1)[N+](=O)[O-] (methyl 3-acetamido-5-nitrobenzoate). Reaction SMILES: [NH2:1][C:2]1[CH:3]=[C:4]([CH:8]=[C:9]([N+:11]([O-:13])=[O:12])[CH:10]=1)[C:5]([OH:7])=[O:6].N1C=CC=C[CH:15]=1.[C:20](OC(=O)C)(=[O:22])[CH3:21].O>C(Cl)Cl>[C:20]([NH:1][C:2]1[CH:3]=[C:4]([CH:8]=[C:9]([N+:11]([O-:13])=[O:12])[CH:10]=1)[C:5]([O:7][CH3:15])=[O:6])(=[O:22])[CH3:21]. Reported procedure: 3-Amino-5-nitrobenzoic acid ([23218-93-1], 0.99 g, 5.05 mmol) was stirred in DCM (20 mL) and pyridine (2 mL) at 0° C. Acetic anhydride (1 mL, 10 mmol) was added. The reaction was stirred overnight. Water (30 mL) was added. A precipitate formed and was collected by filtration. [M+H] calc'd for C10H10N2O5 239; found, 239. Reactants: C(C)(=O)OO (peracetic acid), 14.7, C(C=C)S(=O)(=O)N=[N+]=[N-] (2-propene-1-sulfonyl azide), C(C)(=O)[O-].[Na+] (sodium acetate), O1CC1C (epoxypropane), C(C)(=O)OO (peracetic acid), C=CC (propene). Run in O (water), C(Cl)Cl (methylene chloride), C(C)(=O)O (acetic acid). The product is 15.1, O1C(CS(=O)(=O)N=[N+]=[N-])C1 (2,3-epoxypropane-1-sulfonyl azide). Reaction SMILES: [CH2:1]([S:4]([N:7]=[N+:8]=[N-:9])(=[O:6])=[O:5])[CH:2]=[CH2:3].C([O-])(=[O:12])C.[Na+].C(OO)(=O)C.C=CC.O1C(C)C1>O.C(Cl)Cl.C(O)(=O)C>[O:12]1[CH2:3][CH:2]1[CH2:1][S:4]([N:7]=[N+:8]=[N-:9])(=[O:6])=[O:5] |f:1.2|. Procedure: To a solution of 14.7 parts of 2-propene-1-sulfonyl azide in 105 parts of glacial acetic acid containing one part of sodium acetate was added with stirring at room temperature 40% peracetic acid in an amount in excess of that required to convert the propene radical to an epoxypropane radical. The reaction was stirred at room temperature until the peracetic acid content remained constant and then diluted with 200 parts of water and 135 parts of methylene chloride. The methylene chloride layer was... The reactants are C1=CC(=CC=C1O)Br (p-bromophenol), [OH-].[K+] (potassium hydroxide), ClC=1N=C2C(=NC1)N(N=C2)C2=CC=CC=C2 (5-chloro-1-phenyl-1H-pyrazolo[3,4-b]pyrazine). Solvent: CS(=O)C (dimethyl sulfoxide). Run at temperature 100 celsius. The product is BrC1=CC=C(OC=2N=C3C(=NC2)N(N=C3)C3=CC=CC=C3)C=C1 (5-(4-bromophenoxy)-1-phenyl-1H-pyrazolo[3,4-b]pyrazine). The yield is 89.0%. RXN SMILES: [CH:1]1[C:6]([OH:7])=[CH:5][CH:4]=[C:3]([Br:8])[CH:2]=1.[OH-].[K+].Cl[C:12]1[N:13]=[C:14]2[CH:20]=[N:19][N:18]([C:21]3[CH:26]=[CH:25][CH:24]=[CH:23][CH:22]=3)[C:15]2=[N:16][CH:17]=1>CS(C)=O>[Br:8][C:3]1[CH:4]=[CH:5][C:6]([O:7][C:12]2[N:13]=[C:14]3[CH:20]=[N:19][N:18]([C:21]4[CH:26]=[CH:25][CH:24]=[CH:23][CH:22]=4)[C:15]3=[N:16][CH:17]=2)=[CH:1][CH:2]=1 |f:1.2|. Procedure: In 3 ml of dimethyl sulfoxide were dissolved 2.00 g (0.0115 mole) of p-bromophenol and 0.5 g (0.009 mole) of potassium hydroxide, and 1.00 g (0.0043 mole) of 5-chloro-1-phenyl-1H-pyrazolo[3,4-b]pyrazine was added to the solution. The mixture was maintained at 100° C. for 2 hours. The post treatments were conducted in the same manner as described in Example 39, and the resulting residue was recrystallized from hexane to obtain 1.41 g (the yield was 89%) of 5-(4-bromophenoxy)-1-phenyl-1H-pyrazolo[... Reactants: NC1=C(C=CC=C1C(F)(F)F)C(=O)C1=CC(=CC=C1)O ([2-amino-3-(trifluoromethyl)phenyl]-(3-hydroxy-phenyl)methanone), C(CC)=O (Propionaldehyde). The product is CC=1C=NC2=C(C=CC=C2C1C=1C=C(C=CC1)O)C(F)(F)F (3-[3-METHYL-8-(TRIFLUOROMETHYL)QUINOLIN-4-YL]PHENOL). As a reaction SMILES: [NH2:1][C:2]1[C:7]([C:8]([F:11])([F:10])[F:9])=[CH:6][CH:5]=[CH:4][C:3]=1[C:12]([C:14]1[CH:19]=[CH:18][CH:17]=[C:16]([OH:20])[CH:15]=1)=O.[CH:21](=O)[CH2:22][CH3:23]>>[CH3:23][C:22]1[CH:21]=[N:1][C:2]2[C:3]([C:12]=1[C:14]1[CH:15]=[C:16]([OH:20])[CH:17]=[CH:18][CH:19]=1)=[CH:4][CH:5]=[CH:6][C:7]=2[C:8]([F:11])([F:10])[F:9]. Reported procedure: The title compound was prepared from [2-amino-3-(trifluoromethyl)phenyl]-(3-hydroxy-phenyl)methanone and Propionaldehyde following the procedure of Example 457: MS (ES) m/z 304.28. The reactants are NCC(O)C1=C(C=CC=C1)Cl (2-amino-1-(2-chlorophenyl)ethanol), C(#N)[BH3-].[Na+] (sodium cyanoborohydride), O=C(COC1=CC=C(C=C1)CC(=O)OC)C (methyl 4-(2-oxopropoxy)phenylacetate), C1=CC=CC=C1 (benzene). Run in CO (methanol). Product: COC(=O)CC1=CC=C(OCC(C)NCC(O)C2=C(C=CC=C2)Cl)C=C1 (2-[2-(4-Methoxycarbonylmethylphenoxy)-1-methylethyl]amino-1-(2-chlorophenyl)ethanol). Yield: 73.8%. As a reaction SMILES: [NH2:1][CH2:2][CH:3]([C:5]1[CH:10]=[CH:9][CH:8]=[CH:7][C:6]=1[Cl:11])[OH:4].O=[C:13]([CH3:27])[CH2:14][O:15][C:16]1[CH:21]=[CH:20][C:19]([CH2:22][C:23]([O:25][CH3:26])=[O:24])=[CH:18][CH:17]=1.C1C=CC=CC=1.C([BH3-])#N.[Na+]>CO>[CH3:26][O:25][C:23]([CH2:22][C:19]1[CH:18]=[CH:17][C:16]([O:15][CH2:14][CH:13]([NH:1][CH2:2][CH:3]([C:5]2[CH:10]=[CH:9][CH:8]=[CH:7][C:6]=2[Cl:11])[OH:4])[CH3:27])=[CH:21][CH:20]=1)=[O:24] |f:3.4|. Procedure details: Following a procedure similar to that described in Example 6, but using 2 g of 2-amino-1-(2-chlorophenyl)ethanol (prepared as described in Preparation 11), 3.11 g of methyl 4-(2-oxopropoxy)phenylacetate (prepared as described in Preparation 3), 60 ml of benzene, 50 ml of absolute methanol and 2.3 g of sodium cyanoborohydride, 3.25 g of the title compound were obtained having an Rf=0.39 (thin layer chromatography over silica gel, using ethyl acetate as the developing solvent). The reactants are FC=1C(=C2C(C(=CN(C2=C(C1F)F)[C@H]1[C@H](C1)F)C(=O)O)=O)C (6,7,8-trifluoro-1-[(1R,2S)-2-fluorocyclopropyl]-5-methyl-4-oxo-1,4-dihydroquinoline-3-carboxylic acid), C(C)(C)(C)OC(=O)N[C@@H]1CNCC1 ((S)-3-t-butoxycarbonylaminopyrrolidine). Run in CS(=O)C (dimethyl sulfoxide). Yields the product N[C@@H]1CN(CC1)C1=C(C(=C2C(C(=CN(C2=C1F)[C@H]1[C@H](C1)F)C(=O)O)=O)C)F (7-[3-(S)-Aminopyrrolidinyl]-6,8-difluoro-1-[(1R,2S)-2-fluorocyclopropyl]-5-methyl-4-oxo-1,4-dihydroquinoline-3-carboxylic Acid). Yield: 68.6%. RXN SMILES: [F:1][C:2]1[C:3]([CH3:22])=[C:4]2[C:9](=[C:10]([F:13])[C:11]=1F)[N:8]([C@@H:14]1[CH2:16][C@@H:15]1[F:17])[CH:7]=[C:6]([C:18]([OH:20])=[O:19])[C:5]2=[O:21].C(OC([NH:30][C@H:31]1[CH2:35][CH2:34][NH:33][CH2:32]1)=O)(C)(C)C>CS(C)=O>[NH2:30][C@H:31]1[CH2:35][CH2:34][N:33]([C:11]2[C:10]([F:13])=[C:9]3[C:4]([C:5](=[O:21])[C:6]([C:18]([OH:20])=[O:19])=[CH:7][N:8]3[C@@H:14]3[CH2:16][C@@H:15]3[F:17])=[C:3]([CH3:22])[C:2]=2[F:1])[CH2:32]1. Procedure: A mixture of 100 mg of 6,7,8-trifluoro-1-[(1R,2S)-2-fluorocyclopropyl]-5-methyl-4-oxo-1,4-dihydroquinoline-3-carboxylic acid, 120 mg of (S)-3-t-butoxycarbonylaminopyrrolidine, and 3 ml of anhydrous dimethyl sulfoxide was heated at 100° to 120° C. for 1 hour with stirring, and dimethyl sulfoxide was removed under reduced pressure. Water was added to the residue, and the precipitated yellow crystals were collected by filtration. Three milliliters of trifluoroacetic acid was stirred under ice-cooli... Starting materials: COc1cc(N)cc(OC)c1OC, CCOCC, CC(C)O, O=C(O)c1ccccc1Nc1nc(Cl)ncc1[N+](=O)[O-], Cl. Product: Cl, COc1cc(Nc2ncc([N+](=O)[O-])c(Nc3ccccc3C(=O)O)n2)cc(OC)c1OC. Reaction SMILES: [CH3:21][O:22][c:23]1[cH:24][c:25]([NH2:26])[cH:27][c:28]([O:32][CH3:33])[c:29]1[O:30][CH3:31].[CH3:35][CH2:36][O:37][CH2:38][CH3:39].[CH3:40][CH:41]([OH:42])[CH3:43].[Cl:1][c:2]1[n:3][cH:4][c:5]([N+:18](=[O:19])[O-:20])[c:6]([NH:8][c:9]2[c:10]([C:11](=[O:12])[OH:13])[cH:14][cH:15][cH:16][cH:17]2)[n:7]1.[ClH:34]>>[ClH:1].[c:2]1([NH:26][c:25]2[cH:24][c:23]([O:22][CH3:21])[c:29]([O:30][CH3:31])[c:28]([O:32][CH3:33])[cH:27]2)[n:3][cH:4][c:5]([N+:18](=[O:19])[O-:20])[c:6]([NH:8][c:9]2[c:10]([C:11](=[O:12])[OH:13])[cH:14][cH:15][cH:16][cH:17]2)[n:7]1.